describe an organic reaction: reactants, conditions, products, and yield From a dataset of the Open Reaction Database (ORD), a public repository of structured organic reaction records. Reactants: CC(C)(N)c1ccccc1, O=C([O-])[O-], CC(=O)Nc1nc2ccc(-c3ccnc(Cl)n3)cc2s1, ClCCl, [Cs+], [Cs+]. Product: CC(=O)Nc1nc2ccc(-c3ccnc(NC(C)(C)c4ccccc4)n3)cc2s1. As a reaction SMILES: [C:21]([CH3:22])([CH3:23])([c:24]1[cH:25][cH:26][cH:27][cH:28][cH:29]1)[NH2:30].[C:31](=[O:32])([O-:33])[O-:34].[Cl:1][c:2]1[n:3][cH:4][cH:5][c:6](-[c:8]2[cH:9][c:10]3[c:11]([n:12][c:13]([NH:15][C:16]([CH3:17])=[O:18])[s:14]3)[cH:19][cH:20]2)[n:7]1.[Cl:37][CH2:38][Cl:39].[Cs+:35].[Cs+:36]>>[c:2]1([NH:30][C:21]([CH3:22])([CH3:23])[c:24]2[cH:25][cH:26][cH:27][cH:28][cH:29]2)[n:3][cH:4][cH:5][c:6](-[c:8]2[cH:9][c:10]3[c:11]([n:12][c:13]([NH:15][C:16]([CH3:17])=[O:18])[s:14]3)[cH:19][cH:20]2)[n:7]1. Starting materials: [Cl-].[Li+] (lithium chloride), C(C)(=O)O (acetic acid), COC([C@H]1N(C[C@@H](C1)OS(=O)(=O)C)C(=O)OCC=C)=O ((2S,4R)-N-allyloxycarbonyl-4-methanesulfonyloxyproline methyl ester), [BH4-].[Na+] (sodium borohydride). Solvent: O1CCCC1 (tetrahydrofuran), C(C)O (ethanol). Reaction conditions: time 5 hour. Yields the product C(C=C)OC(=O)N1[C@@H](C[C@H](C1)OS(=O)(=O)C)CO ((2S,4R)-N-Allyloxycarbonyl-2-hydroxymethyl-4-methanesulfonyloxypyrrolidine). Isolated yield 92.0%. As a reaction SMILES: [Cl-].[Li+].C[O:4][C:5](=O)[C@@H:6]1[CH2:10][C@@H:9]([O:11][S:12]([CH3:15])(=[O:14])=[O:13])[CH2:8][N:7]1[C:16]([O:18][CH2:19][CH:20]=[CH2:21])=[O:17].[BH4-].[Na+].C(O)(=O)C>O1CCCC1.C(O)C>[CH2:19]([O:18][C:16]([N:7]1[CH2:8][C@H:9]([O:11][S:12]([CH3:15])(=[O:13])=[O:14])[CH2:10][C@H:6]1[CH2:5][OH:4])=[O:17])[CH:20]=[CH2:21] |f:0.1,3.4|. Procedure: To a solution of lithium chloride (18.55 g, 437 mmol) and (2S,4R)-N-allyloxycarbonyl-4-methanesulfonyloxyproline methyl ester (67.2 g, 219 mmol) in tetrahydrofuran (280 ml) were successively added sodium borohydride (16.55 g, 437 mmol) and ethanol (420 ml) in one portion. The reaction mixture was stirred at room temperature for 5 hours, cooled to 5° C., treated carefully with acetic acid (25 ml, 437 mmol) to quench the reaction. The solvents were evaporated in vacuo, and the residue partitioned ... Starting materials: CC(C)(C)OC(=O)NC1CCN(CCOS(C)(=O)=O)CC1, COc1ccc2ccc(=O)n(CCN3CCC(NC(=O)OC(C)(C)C)CC3)c2c1, CCOC(C)=O, Cn1c(=O)[nH]c2cc(F)ccc2c1=O, [H-], [Na+]. Product: Cn1c(=O)c2ccc(F)cc2n(CCN2CCC(NC(=O)OC(C)(C)C)CC2)c1=O. Reaction SMILES: [CH3:17][S:18]([O:19][CH2:22][CH2:23][N:24]1[CH2:25][CH2:26][CH:27]([NH:30][C:31](=[O:32])[O:33][C:34]([CH3:35])([CH3:36])[CH3:37])[CH2:28][CH2:29]1)(=[O:20])=[O:21].[CH3:38][O:39][c:40]1[cH:41][c:42]2[c:43]([cH:44][cH:45][c:46](=[O:47])[n:48]2[CH2:49][CH2:50][N:51]2[CH2:52][CH2:53][CH:54]([NH:55][C:56](=[O:57])[O:58][C:59]([CH3:60])([CH3:61])[CH3:62])[CH2:63][CH2:64]2)[cH:65][cH:66]1.[CH3:67][CH2:68][O:69][C:70](=[O:71])[CH3:72].[F:1][c:2]1[cH:3][cH:4][c:5]2[c:6](=[O:14])[n:7]([CH3:13])[c:8](=[O:12])[nH:9][c:10]2[cH:11]1.[H-:15].[Na+:16]>>[F:1][c:2]1[cH:3][cH:4][c:5]2[c:6](=[O:14])[n:7]([CH3:13])[c:8](=[O:12])[n:9]([CH2:22][CH2:23][N:24]3[CH2:25][CH2:26][CH:27]([NH:30][C:31](=[O:32])[O:33][C:34]([CH3:35])([CH3:36])[CH3:37])[CH2:28][CH2:29]3)[c:10]2[cH:11]1. Reactants: CC(CC=C)C (4-methyl pent-1-ene), B1C2CCCC1CCC2 (9-BBN), C(C1=CC=CC=C1)OC1=C(OC2=CC(=CC=C2C1=O)I)C1=CC(=C(C(=C1)OC)OC)OC (3-Benzyloxy-7-iodo-2-(3,4,5-trimethoxy-phenyl)chromen-4-one). The reagents and catalysts are Cl[Pd]Cl (dichloropalladium). Solvent: O1CCCC1 (tetrahydrofuran), O1CCCC1 (tetrahydrofuran), O1CCCC1 (tetrahydrofuran), [OH-].[Na+] (NaOH). Run at time 6 hour. The product is C(C1=CC=CC=C1)OC1=C(OC2=CC(=CC=C2C1=O)CCCC(C)C)C1=CC(=C(C(=C1)OC)OC)OC (3-Benzyloxy-7-(4-methyl-pentyl)-2-(3,4,5-trimethoxy-phenyl)-chromen-4-one). As a reaction SMILES: [CH3:1][CH:2]([CH3:6])[CH2:3][CH:4]=[CH2:5].B1C2CCCC1CCC2.[CH2:16]([O:23][C:24]1[C:33](=[O:34])[C:32]2[C:27](=[CH:28][C:29](I)=[CH:30][CH:31]=2)[O:26][C:25]=1[C:36]1[CH:41]=[C:40]([O:42][CH3:43])[C:39]([O:44][CH3:45])=[C:38]([O:46][CH3:47])[CH:37]=1)[C:17]1[CH:22]=[CH:21][CH:20]=[CH:19][CH:18]=1>O1CCCC1.[OH-].[Na+].Cl[Pd]Cl>[CH2:16]([O:23][C:24]1[C:33](=[O:34])[C:32]2[C:27](=[CH:28][C:29]([CH2:5][CH2:4][CH2:3][CH:2]([CH3:6])[CH3:1])=[CH:30][CH:31]=2)[O:26][C:25]=1[C:36]1[CH:41]=[C:40]([O:42][CH3:43])[C:39]([O:44][CH3:45])=[C:38]([O:46][CH3:47])[CH:37]=1)[C:17]1[CH:22]=[CH:21][CH:20]=[CH:19][CH:18]=1 |f:4.5|. Procedure details: To a stirring solution of 4-methyl pent-1-ene (0.110 g, 1.3 mmol, 1.4 eq) in tetrahydrofuran (2 ml) under argon at 0° C. was added 9-BBN in tetrahydrofuran (0.5M, 2.7 ml, 1.4 mmol, 1.5 eq). The reaction was allowed to warm to room temperature then stirred for 6 hours then 34 (0.499 g, 0.9 mmol) (prepared as described in Example 2) in tetrahydrofuran (5 ml), 3M NaOH solution (1.1 ml) and dichloropalladium (dppf) (0.028 g, 0.03 mmol, 0.04 eq) were added and the reaction heated to reflux for 14 hou...